From a dataset of the Open Reaction Database (ORD), a public repository of structured organic reaction records. describe an organic reaction: reactants, conditions, products, and yield Starting materials: COc1ccc(B(O)O)cc1 (effective_coupling_partner), COc2nc(OC)nc(Oc1cccc(C)c1)n2 (substrate). The reagents and catalysts are dppf. Run at temperature 110 celsius, time 24 hour. Yields the product COc2ccc(c1cccc(C)c1)cc2. Reactants: O=C(COCc1ccccc1)N1CCNCC1, ClCc1ccnc(Cl)c1, [K+], [K+], O=C([O-])[O-], CN(C)C=O. Product: O=C(COCc1ccccc1)N1CCN(Cc2ccnc(Cl)c2)CC1. Reaction SMILES: [CH2:1]([c:2]1[cH:3][cH:4][cH:5][cH:6][cH:7]1)[O:8][CH2:9][C:10](=[O:11])[N:12]1[CH2:13][CH2:14][NH:15][CH2:16][CH2:17]1.[Cl:18][c:19]1[n:20][cH:21][cH:22][c:23]([CH2:25][Cl:26])[cH:24]1.[K+:27].[K+:28].[O-:29][C:30]([O-:31])=[O:32].[O:33]=[CH:34][N:35]([CH3:36])[CH3:37]>>[CH2:1]([c:2]1[cH:3][cH:4][cH:5][cH:6][cH:7]1)[O:8][CH2:9][C:10](=[O:11])[N:12]1[CH2:13][CH2:14][N:15]([CH2:25][c:23]2[cH:22][cH:21][n:20][c:19]([Cl:18])[cH:24]2)[CH2:16][CH2:17]1. Reactants: C(C)(C)NC(C)C (diisopropylamine), C(CCC)[Li] (n-butyllithium), FC(C(=O)C)(F)F (1,1,1-trifluoroacetone), CC=1C=C(N)C=C(C1)C1=CN=CS1 (3-Methyl-5-(1,3-thiazol-5-yl)aniline). The solvent is hexanes, C1CCOC1 (THF), O (water), C(Cl)Cl (DCM), C1CCOC1 (THF), C1CCOC1 (THF). Run at temperature -78 celsius, time 30 minute. The product is NC=1C=C(C=C(C1)C)C1=CN=C(S1)C(C(F)(F)F)(C)O (2-[5-(3-amino-5-methylphenyl)-1,3-thiazol-2-yl]-1,1,1-trifluoropropan-2-ol). Yield: 73.6%. RXN SMILES: C(NC(C)C)(C)C.C([Li])CCC.[CH3:13][C:14]1[CH:15]=[C:16]([CH:18]=[C:19]([C:21]2[S:25][CH:24]=[N:23][CH:22]=2)[CH:20]=1)[NH2:17].[F:26][C:27]([F:32])([F:31])[C:28]([CH3:30])=[O:29]>C1COCC1.O.C(Cl)Cl>[NH2:17][C:16]1[CH:18]=[C:19]([C:21]2[S:25][C:24]([C:28]([OH:29])([CH3:30])[C:27]([F:32])([F:31])[F:26])=[N:23][CH:22]=2)[CH:20]=[C:14]([CH3:13])[CH:15]=1. Procedure details: To diisopropylamine (18.73 ml, 131 mmol) in THF (263 mL) at −78° C. was added n-butyllithium (2.5 M in hexanes, 54.7 ml, 137 mmol). The reaction was aged for 30 minutes at −40° C. before cooling to −78° C. Intermediate 16 (10 g, 52.6 mmol) was added as a solution in 5 mL THF at −78° C. and was then warmed to 0° C. over 2 hours. The reaction was once again cooled to −78° C. before adding 1,1,1-trifluoroacetone (14.85 mL, 158 mmol) as a solution in 5 mL THF at −78° C. The reaction was allowed to w... The reactants are C=CC=C (butadiene), C(C=C)(=O)OCCOC (2-methyoxyethyl acrylate), 37. The product is C=CC=C.C(C=C)(=O)OCCOC (butadiene 2-methoxyethyl acrylate). Reaction SMILES: [CH2:1]=[CH:2][CH:3]=[CH2:4].[C:5]([O:9][CH2:10][CH2:11][O:12][CH3:13])(=[O:8])[CH:6]=[CH2:7]>>[CH2:1]=[CH:2][CH:3]=[CH2:4].[C:5]([O:9][CH2:10][CH2:11][O:12][CH3:13])(=[O:8])[CH:6]=[CH2:7] |f:2.3|. Reported procedure: A butadiene/2-methoxyethyl acrylate copolymer was synthesized as per Example 6, starting with 40 parts of butadiene and 60 parts of 2-methyoxyethyl acrylate. The isolated rubber exhibited a glass transition temperature of -60° C. and a Mooney viscosity of 37 (ML[4,100° C.]). RXN SMILES: [NH2:1][C:2]1[N:7]=[CH:6][N:5]=[C:4]([NH:8][C@H:9]([C:11]2[N:16]([C:17]3[CH:22]=[CH:21][CH:20]=[CH:19][CH:18]=3)[C:15](=[O:23])[C:14]3=[C:24]([CH3:27])[CH:25]=[CH:26][N:13]3[N:12]=2)[CH3:10])[C:3]=1[C:28]1[CH:36]=[C:35]2[C:31]([CH:32]=[CH:33][N:34]2[S:37]([C:40]2[CH:45]=[CH:44][C:43]([O:46]C)=[CH:42][CH:41]=2)(=[O:39])=[O:38])=[CH:30][CH:29]=1.B(Br)(Br)Br>ClCCl.C(OCC)(=O)C>[NH2:1][C:2]1[N:7]=[CH:6][N:5]=[C:4]([NH:8][C@H:9]([C:11]2[N:16]([C:17]3[CH:22]=[CH:21][CH:20]=[CH:19][CH:18]=3)[C:15](=[O:23])[C:14]3=[C:24]([CH3:27])[CH:25]=[CH:26][N:13]3[N:12]=2)[CH3:10])[C:3]=1[C:28]1[CH:36]=[C:35]2[C:31]([CH:32]=[CH:33][N:34]2[S:37]([C:40]2[CH:41]=[CH:42][C:43]([OH:46])=[CH:44][CH:45]=2)(=[O:38])=[O:39])=[CH:30][CH:29]=1. Procedure details: (S)-2-(1-((6-Amino-5-(1-((4-methoxyphenyl)sulfonyl)-1H-indol-6-yl)pyrimidin-4-yl)amino)ethyl)-5-methyl-3-phenylpyrrolo[2,1-f][1,2,4]triazin-4(3H)-one (100 mg, 0.14 mmol) was dissolved in dichloromethane (1 ml). A solution of boron tribromide (1M in dichloromethane, 952 μL, 0.95 mmol) was added dropwise and the reaction was stirred at room temperature overnight. A solution of boron tribromide (1M in dichloromethane, 1.4 ml, 1.4 mmol) was added dropwise and the reaction was heated at 60° C. overni... Product: NC1=C(C(=NC=N1)N[C@@H](C)C1=NN2C(C(N1C1=CC=CC=C1)=O)=C(C=C2)C)C2=CC=C1C=CN(C1=C2)S(=O)(=O)C2=CC=C(C=C2)O ((S)-2-(1-((6-Amino-5-(1-((4-hydroxyphenyl)sulfonyl)-1H-indol-6-yl)pyrimidin-4-yl)amino)ethyl)-5-methyl-3-phenylpyrrolo[2,1-f][1,2,4]triazin-4(3H)-one). Reaction conditions: time 8 hour. Solvent: C(C)(=O)OCC (ethyl acetate), ClCCl (dichloromethane). Isolated yield 59.8%. Reactants: B(Br)(Br)Br (boron tribromide), NC1=C(C(=NC=N1)N[C@@H](C)C1=NN2C(C(N1C1=CC=CC=C1)=O)=C(C=C2)C)C2=CC=C1C=CN(C1=C2)S(=O)(=O)C2=CC=C(C=C2)OC ((S)-2-(1-((6-Amino-5-(1-((4-methoxyphenyl)sulfonyl)-1H-indol-6-yl)pyrimidin-4-yl)amino)ethyl)-5-methyl-3-phenylpyrrolo[2,1-f][1,2,4]triazin-4(3H)-one), B(Br)(Br)Br (boron tribromide). Starting materials: CC1(C)OCc2cc(C(O)CN(CCCCCCOCCOCc3cccc([N+](C)(C)C)c3)C(=O)OCc3ccccc3)ccc2O1, CCO, [I-]. The product is CC1(C)OCc2cc(C(O)CNCCCCCCOCCOCc3cccc([N+](C)(C)C)c3)ccc2O1, [I-]. Reaction SMILES: [CH3:2][C:3]1([CH3:48])[O:4][CH2:5][c:6]2[c:7]([cH:9][cH:10][c:11]([CH:13]([CH2:14][N:15]([CH2:16][CH2:17][CH2:18][CH2:19][CH2:20][CH2:21][O:22][CH2:23][CH2:24][O:25][CH2:26][c:27]3[cH:28][c:29]([N+:33]([CH3:34])([CH3:35])[CH3:36])[cH:30][cH:31][cH:32]3)[C:37](=[O:38])[O:39][CH2:40][c:41]3[cH:42][cH:43][cH:44][cH:45][cH:46]3)[OH:47])[cH:12]2)[O:8]1.[CH3:49][CH2:50][OH:51].[I-:1]>>[CH3:2][C:3]1([CH3:48])[O:4][CH2:5][c:6]2[c:7]([cH:9][cH:10][c:11]([CH:13]([CH2:14][NH:15][CH2:16][CH2:17][CH2:18][CH2:19][CH2:20][CH2:21][O:22][CH2:23][CH2:24][O:25][CH2:26][c:27]3[cH:28][c:29]([N+:33]([CH3:34])([CH3:35])[CH3:36])[cH:30][cH:31][cH:32]3)[OH:47])[cH:12]2)[O:8]1.[I-:1].